Task: describe an organic reaction: reactants, conditions, products, and yield. Dataset: the Open Reaction Database (ORD), a public repository of structured organic reaction records The reactants are Cl.O=C1C=CC(=CN1)C1(CCCCC1)NC=O (N-[1-(1,6-dihydro-6-oxo-3-pyridinyl)cyclohexyl]formamide hydrochloride). Run in CO (methanol). Product: Cl.NC1(CCCCC1)C=1C=CC(NC1)=O (5-(1-Aminocyclohexyl)-2(1H)-pyridinone hydrochloride). The yield is 14.4%. As a reaction SMILES: [ClH:1].[O:2]=[C:3]1[NH:8][CH:7]=[C:6]([C:9]2([NH:15]C=O)[CH2:14][CH2:13][CH2:12][CH2:11][CH2:10]2)[CH:5]=[CH:4]1>CO>[ClH:1].[NH2:15][C:9]1([C:6]2[CH:5]=[CH:4][C:3](=[O:2])[NH:8][CH:7]=2)[CH2:10][CH2:11][CH2:12][CH2:13][CH2:14]1 |f:0.1,3.4|. Reported procedure: A solution of N-[1-(1,6-dihydro-6-oxo-3-pyridinyl)cyclohexyl]formamide hydrochloride (43.0 g) in 700 ml of methanol was heated at reflux for 17 hours, and then cooled and concentrated. The residual oil was triturated with methanol affording 13.1 g of a white powder. Recrystallization from methanol gave 5.5 g of crystals, m.p. 233°-234° C.